From a dataset of the Open Reaction Database (ORD), a public repository of structured organic reaction records. describe an organic reaction: reactants, conditions, products, and yield Reactants: [N+](=O)([O-])C1=CC=C(COC(=O)N2CCC(CC2)OS(=O)(=O)C2=CC=C(C=C2)C)C=C1 (1-(p-nitrobenzyloxycarbonyl)-4-(p-toluenesulfonyloxy)piperidine), [I-].[Na+] (sodium iodide). The solvent is CC(=O)C (acetone). Product: [N+](=O)([O-])C1=CC=C(COC(=O)N2CCC(CC2)I)C=C1 (1-(p-nitrobenzyloxycarbonyl)-4-iodopiperidine). Reaction SMILES: [N+:1]([C:4]1[CH:30]=[CH:29][C:7]([CH2:8][O:9][C:10]([N:12]2[CH2:17][CH2:16][CH:15](OS(C3C=CC(C)=CC=3)(=O)=O)[CH2:14][CH2:13]2)=[O:11])=[CH:6][CH:5]=1)([O-:3])=[O:2].[I-:31].[Na+]>CC(C)=O>[N+:1]([C:4]1[CH:30]=[CH:29][C:7]([CH2:8][O:9][C:10]([N:12]2[CH2:17][CH2:16][CH:15]([I:31])[CH2:14][CH2:13]2)=[O:11])=[CH:6][CH:5]=1)([O-:3])=[O:2] |f:1.2|. Procedure: A mixture of 1-(p-nitrobenzyloxycarbonyl)-4-(p-toluenesulfonyloxy)piperidine (14.78 g) in acetone (222 ml) and sodium iodide (12.71 g) was refluxed for 23 hours. The reaction mixture was filtered and the filtrate was evaporated to dryness. The residue was diluted with ethyl acetate and the extract was washed successively with aqueous 10% sodium sulfite and saturated aqueous sodium chloride, dried over anhydrous sodium sulfate and evaporated to give 1-(p-nitrobenzyloxycarbonyl)-4-iodopiperidine. Reactants: C(C)(C)(C)C1=CC=CC=C1 (tert.butylbenzene), C(C)(=O)Cl (acetyl chloride), C(Cl)(Cl)(Cl)Cl (carbon tetrachloride). Yields the product ClC(C(=O)C1=CC=C(C=C1)C(C)(C)C)(Cl)Cl (2,2,2-trichloro-4'-tert.butylacetophenone). As a reaction SMILES: [C:1]([C:5]1[CH:10]=[CH:9][CH:8]=[CH:7][CH:6]=1)([CH3:4])([CH3:3])[CH3:2].[C:11](Cl)(=[O:13])C.[C:15]([Cl:19])(Cl)([Cl:17])[Cl:16]>>[Cl:16][C:15]([Cl:19])([Cl:17])[C:11]([C:8]1[CH:9]=[CH:10][C:5]([C:1]([CH3:4])([CH3:3])[CH3:2])=[CH:6][CH:7]=1)=[O:13]. Procedure: Illustrative examples of compounds according to the general formula hereinbefore defined are: 2-chloro-4'-tert.butylacetophenone; 2,2-di-chloro-4'-tert.butylacetophenone; 2-chloro-4'-octylacetophenone; 2,2-di-chloro-4'-octylacetophenone; 2-chloro-4'-n-C8-13 -alkylacetophenone; 2,2-dichloro-4'-n-C8- alkylacetophenone; 2,2,2-trichloro-4'-n-C8-13 alkylacetophenone in which the alkyl groups range from 8-13 carbon atoms (derived from C8-13 alkylbenzene with the trade name Dobane 83 X); 2,2-dichloro-4...